This data is from the Open Reaction Database (ORD), a public repository of structured organic reaction records. The task is: describe an organic reaction: reactants, conditions, products, and yield Yields the product C1(=CC=C(C=C1)NC1=NNC(=C1C(=O)N)N=CC1=CC=C(C=C1)O)C1=CC=CC=C1 (3-([1,1′-biphenyl]-4-ylamino)-5-((4-hydroxybenzylidene)amino)-1H-pyrazole-4-carboxamide). As a reaction SMILES: [C:1]1([C:17]2[CH:22]=[CH:21][CH:20]=[CH:19][CH:18]=2)[CH:6]=[CH:5][C:4]([NH:7][C:8]2[C:12]([C:13]([NH2:15])=[O:14])=[C:11]([NH2:16])[NH:10][N:9]=2)=[CH:3][CH:2]=1.[OH:23][C:24]1[CH:31]=[CH:30][C:27]([CH:28]=O)=[CH:26][CH:25]=1>CCO.N1CCCCC1>[C:1]1([C:17]2[CH:18]=[CH:19][CH:20]=[CH:21][CH:22]=2)[CH:6]=[CH:5][C:4]([NH:7][C:8]2[C:12]([C:13]([NH2:15])=[O:14])=[C:11]([N:16]=[CH:28][C:27]3[CH:30]=[CH:31][C:24]([OH:23])=[CH:25][CH:26]=3)[NH:10][N:9]=2)=[CH:3][CH:2]=1. Run in CCO (EtOH). Reported procedure: 3-([1,1′-biphenyl]-4-ylamino)-5-amino-1H-pyrazole-4-carboxamide was then suspended in 8 mL EtOH and 4-hydroxybenzaldehyde (325 mg, 1 eq.) and piperidine (4 drops) were added. Stirred at reflux until intermediate was absent (HPLC). After reaction was complete (18 hrs) it was brought to room temperature and filtered to obtain 3-([1,1′-biphenyl]-4-ylamino)-5-((4-hydroxybenzylidene)amino)-1H-pyrazole-4-carboxamide as a yellow powder. Powder was washed with EtOH to remove any excess 4-hydroxybenzalde... Reagents/catalysts: N1CCCCC1 (piperidine). Reactants: C1(=CC=C(C=C1)NC1=NNC(=C1C(=O)N)N)C1=CC=CC=C1 (3-([1,1′-biphenyl]-4-ylamino)-5-amino-1H-pyrazole-4-carboxamide), OC1=CC=C(C=O)C=C1 (4-hydroxybenzaldehyde). Starting materials: CC(C)(C)OC(=O)NC(Cc1ccnc(C#N)c1)C(=O)OCc1ccccc1, Cl, [Na+], C1COCCO1, [OH-]. Yields the product CC(C)(C)OC(=O)NC(Cc1ccnc(C#N)c1)C(=O)O. As a reaction SMILES: [CH2:3]([c:4]1[cH:5][cH:6][cH:7][cH:8][cH:9]1)[O:10][C:11]([CH:12]([NH:13][C:14](=[O:15])[O:16][C:17]([CH3:18])([CH3:19])[CH3:20])[CH2:21][c:22]1[cH:23][c:24]([C:28]#[N:29])[n:25][cH:26][cH:27]1)=[O:30].[ClH:31].[Na+:2].[O:32]1[CH2:33][CH2:34][O:35][CH2:36][CH2:37]1.[OH-:1]>>[O:10]=[C:11]([CH:12]([NH:13][C:14](=[O:15])[O:16][C:17]([CH3:18])([CH3:19])[CH3:20])[CH2:21][c:22]1[cH:23][c:24]([C:28]#[N:29])[n:25][cH:26][cH:27]1)[OH:30].